Dataset: the Open Reaction Database (ORD), a public repository of structured organic reaction records. Task: describe an organic reaction: reactants, conditions, products, and yield Starting materials: Cl (hydrochloride), compound 3, C(C)O.C(C)OCC (ethanol diethyl ether), Cl.C1(CC1)C1=NC(=NC(=N1)NC1CC1)N1CCOCC1 (2-cyclopropyl-4-cyclopropylamino-6-morpholino-1,3,5-triazine hydrochloride). The solvent is C(C)#N (acetonitrile). The product is C1(CC1)C1=NC(=NC(=N1)NC1CC1)N1CCOCC1 (2-Cyclopropyl-4-cyclopropylamino-6-morpholino-1,3,5-triazine). Reaction SMILES: Cl.C(O)C.C(OCC)C.Cl.[CH:11]1([C:14]2[N:19]=[C:18]([NH:20][CH:21]3[CH2:23][CH2:22]3)[N:17]=[C:16]([N:24]3[CH2:29][CH2:28][O:27][CH2:26][CH2:25]3)[N:15]=2)[CH2:13][CH2:12]1>C(#N)C>[CH:11]1([C:14]2[N:19]=[C:18]([NH:20][CH:21]3[CH2:23][CH2:22]3)[N:17]=[C:16]([N:24]3[CH2:25][CH2:26][O:27][CH2:28][CH2:29]3)[N:15]=2)[CH2:12][CH2:13]1 |f:1.2,3.4|. Procedure details: 2.85 g (0.050 mole) of cyclopropylamine dissolved in 20 ml of dioxane are added to a solution of 5.1 g (0.021 mole) of 2-chloro-4-cyclopropyl-6-morpholino-1,3,5-triazine in 50 ml of dioxane at room temperature. The mixture is heated under reflux for 5 hours. The solvent is then evaporated under reduced pressure and the residue is dissolved in 50 ml of dichloromethane and 50 ml of water. The organic phase is separated off and dried over sodium sulfate and the solvent is evaporated under reduced p... The reactants are NCCCCOC1=CC=C(C=C1)C1C(CN(CC1)C(=O)OC(C)(C)C)OCC1=CC=C2CCC(N(C2=C1)CCCOC)=O (tert-butyl 4-[4-(4-aminobutoxy)phenyl]-3-[1-(3-methoxypropyl)-2-oxo-1,2,3,4-tetrahydroquinolin-7-ylmethoxy]piperidine-1-carboxylate), BrC1=NC=CC=C1OC (2-bromo-3-methoxypyridine). Product: COCCCN1C(CCC2=CC=C(C=C12)COC1CN(CCC1C1=CC=C(C=C1)OCCCCNC1=NC=CC=C1OC)C(=O)OC(C)(C)C)=O (tert-Butyl 3-[1-(3-methoxypropyl)-2-oxo-1,2,3,4-tetrahydroquinolin-7-ylmethoxy]-4-{4-[4-(3-methoxypyridin-2-ylamino)butoxy]phenyl}piperidine-1-carboxylate). RXN SMILES: [NH2:1][CH2:2][CH2:3][CH2:4][CH2:5][O:6][C:7]1[CH:12]=[CH:11][C:10]([CH:13]2[CH2:18][CH2:17][N:16]([C:19]([O:21][C:22]([CH3:25])([CH3:24])[CH3:23])=[O:20])[CH2:15][CH:14]2[O:26][CH2:27][C:28]2[CH:37]=[C:36]3[C:31]([CH2:32][CH2:33][C:34](=[O:43])[N:35]3[CH2:38][CH2:39][CH2:40][O:41][CH3:42])=[CH:30][CH:29]=2)=[CH:9][CH:8]=1.Br[C:45]1[C:50]([O:51][CH3:52])=[CH:49][CH:48]=[CH:47][N:46]=1>>[CH3:42][O:41][CH2:40][CH2:39][CH2:38][N:35]1[C:36]2[C:31](=[CH:30][CH:29]=[C:28]([CH2:27][O:26][CH:14]3[CH:13]([C:10]4[CH:11]=[CH:12][C:7]([O:6][CH2:5][CH2:4][CH2:3][CH2:2][NH:1][C:45]5[C:50]([O:51][CH3:52])=[CH:49][CH:48]=[CH:47][N:46]=5)=[CH:8][CH:9]=4)[CH2:18][CH2:17][N:16]([C:19]([O:21][C:22]([CH3:23])([CH3:25])[CH3:24])=[O:20])[CH2:15]3)[CH:37]=2)[CH2:32][CH2:33][C:34]1=[O:43]. Procedure: Analogously to Example 125a, 0.200 g of tert-butyl 4-[4-(4-aminobutoxy)phenyl]-3-[1-(3-methoxypropyl)-2-oxo-1,2,3,4-tetrahydroquinolin-7-ylmethoxy]piperidine-1-carboxylate (Example 125b) and 0.076 g of 2-bromo-3-methoxypyridine are reacted. The title compound is obtained as a colourless oil. Rf=0.34 (3:1:0.04 EtOAc-heptane-triethylamine); Rt=4.65.